This data is from the Open Reaction Database (ORD), a public repository of structured organic reaction records. The task is: describe an organic reaction: reactants, conditions, products, and yield Starting materials: C(C)(C)(C)OC(=O)N(C1CCC(CC1)N(C(=O)C1=C(C2=C(S1)C(=CC=C2F)F)Cl)CC=2C=C(C=CC2OC)C2=CC(=NC=C2)C(=O)OC)C (Methyl 4-(3-{[[4-(tert-butoxycarbonyl-methyl-amino)-cyclohexyl]-(3-chloro-4,7-difluoro-benzo[b]thiophene-2-carbonyl)-amino]-methyl}-4-methoxy-phenyl)-pyridine-2-carboxylate), CN (methylamine). The solvent is CO (MeOH). Reaction conditions: time 1 hour. The product is ClC=1C2=C(SC1C(=O)N(C1CCC(CC1)N(C(OC(C)(C)C)=O)C)CC1=C(C=CC(=C1)C1=CC(=NC=C1)C(NC)=O)OC)C(=CC=C2F)F (tert-Butyl (4-{(3-chloro-4,7-difluoro-benzo[b]thiophene-2-carbonyl)-[2-methoxy-5-(2-methylcarbamoyl-pyridin-4-yl)-benzyl]-amino}-cyclohexyl)-methyl-carbamate). Reaction SMILES: [C:1]([O:5][C:6]([N:8]([CH3:49])[CH:9]1[CH2:14][CH2:13][CH:12]([N:15]([CH2:30][C:31]2[CH:32]=[C:33]([C:39]3[CH:44]=[CH:43][N:42]=[C:41]([C:45]([O:47]C)=O)[CH:40]=3)[CH:34]=[CH:35][C:36]=2[O:37][CH3:38])[C:16]([C:18]2[S:22][C:21]3[C:23]([F:28])=[CH:24][CH:25]=[C:26]([F:27])[C:20]=3[C:19]=2[Cl:29])=[O:17])[CH2:11][CH2:10]1)=[O:7])([CH3:4])([CH3:3])[CH3:2].[CH3:50][NH2:51]>CO>[Cl:29][C:19]1[C:20]2[C:26]([F:27])=[CH:25][CH:24]=[C:23]([F:28])[C:21]=2[S:22][C:18]=1[C:16]([N:15]([CH2:30][C:31]1[CH:32]=[C:33]([C:39]2[CH:44]=[CH:43][N:42]=[C:41]([C:45](=[O:47])[NH:51][CH3:50])[CH:40]=2)[CH:34]=[CH:35][C:36]=1[O:37][CH3:38])[CH:12]1[CH2:11][CH2:10][CH:9]([N:8]([CH3:49])[C:6](=[O:7])[O:5][C:1]([CH3:4])([CH3:3])[CH3:2])[CH2:14][CH2:13]1)=[O:17]. Reported procedure: A stirred solution of methyl ester 148 (30 mg, 0.05 mmol) in MeOH (2 mL) is treated with methylamine (1 mL, 40% solution in water) at RT. After 1 h, the reaction mixture is reduced in vacuo and the residue purified by column chromatography (75% EtOAc in heptane) to give the title compound.